Dataset: the Open Reaction Database (ORD), a public repository of structured organic reaction records. Task: describe an organic reaction: reactants, conditions, products, and yield Starting materials: O=C([O-])[O-], CC(=O)O, CCO, Cl, [K+], [K+], Cn1cc2c(n1)Nc1ccc(Cl)cc1N=C2N, O. RXN SMILES: [C:19]([O-:20])(=[O:21])[O-:22].[CH3:25][C:26](=[O:27])[OH:28].[CH3:29][CH2:30][OH:31].[ClH:1].[K+:23].[K+:24].[NH2:2][C:3]1=[N:9][c:8]2[c:7]([cH:13][cH:12][c:11]([Cl:14])[cH:10]2)[NH:6][c:5]2[c:4]1[cH:17][n:16]([CH3:18])[n:15]2.[OH2:32]>>[C:3]1(=[O:20])[c:4]2[c:5]([n:15][n:16]([CH3:18])[cH:17]2)[NH:6][c:7]2[c:8]([cH:10][c:11]([Cl:14])[cH:12][cH:13]2)[NH:9]1. The product is Cn1cc2c(n1)Nc1ccc(Cl)cc1NC2=O. The reactants are NC1=NC=C(C=C1)Br (2-Amino-5-bromopyridine), O.I(=O)(=O)(=O)O (periodic acid hydrate), S(O)(O)(=O)=O (sulfuric acid), O.I(=O)(=O)(=O)O (periodic acid hydrate), II (iodine), [OH-].[Na+] (sodium hydroxide). Reagents/catalysts: II (iodine). Solvent: O (water), C(C)(=O)O (acetic acid). Product: NC1=NC=C(C=C1I)Br (2-amino-5-bromo-3-iodopyridine). The yield is 76.0%. As a reaction SMILES: [NH2:1][C:2]1[CH:7]=[CH:6][C:5]([Br:8])=[CH:4][N:3]=1.S(=O)(=O)(O)O.O.[I:15](O)(=O)(=O)=O.II.[OH-].[Na+]>II.O.C(O)(=O)C>[NH2:1][C:2]1[C:7]([I:15])=[CH:6][C:5]([Br:8])=[CH:4][N:3]=1 |f:2.3,5.6|. Procedure: 2-Amino-5-bromopyridine (CAS No. 1072-97-5) (300 g) was dissolved in a mixed solvent consisting of 1000 ml of acetic acid and 200 ml of water, 30 ml of concentrated sulfuric acid were gradually dropped thereinto under stirring. Then, 79.1 g of periodic acid hydrate and 176 g of iodine were added thereto, followed by stirring at 80° C. for 4 hours. To the reaction mixture were added periodic acid hydrate (40 g) and iodine (22 g), followed by further stirring at 80° C. for 2 hours. After cooling t... Reactants: O (water), C(CC)NCCC (dipropylamine), C([O-])([O-])=O.[K+].[K+] (potassium carbonate), CS(=O)(=O)OCCOCCC1=CC2=C(SC=C2)C=C1 (2-(2-benzo[b]thiophen-5-ylethoxy)ethyl methanesulfonate). Run in C(C)(=O)OCC (ethyl acetate), CN(C=O)C (N,N-dimethylformamide). Conditions: temperature 80 celsius, time 3 hour. Yields the product S1C2=C(C=C1)C=C(C=C2)CCOCCN(CCC)CCC (N-[2-(2-benzo[b]thiophen-5-ylethoxy)ethyl]-N,N-dipropylamine). Reaction SMILES: CS(O[CH2:6][CH2:7][O:8][CH2:9][CH2:10][C:11]1[CH:19]=[CH:18][C:14]2[S:15][CH:16]=[CH:17][C:13]=2[CH:12]=1)(=O)=O.[CH2:20]([NH:23][CH2:24][CH2:25][CH3:26])[CH2:21][CH3:22].C(=O)([O-])[O-].[K+].[K+].O>CN(C)C=O.C(OCC)(=O)C>[S:15]1[CH:16]=[CH:17][C:13]2[CH:12]=[C:11]([CH2:10][CH2:9][O:8][CH2:7][CH2:6][N:23]([CH2:24][CH2:25][CH3:26])[CH2:20][CH2:21][CH3:22])[CH:19]=[CH:18][C:14]1=2 |f:2.3.4|. Reported procedure: In 8 mL of N,N-dimethylformamide is dissolved 0.80 g of 2-(2-benzo[b]thiophen-5-ylethoxy)ethyl methanesulfonate, to which are added 0.73 mL of dipropylamine and 0.74 g of potassium carbonate. The resulting mixture is stirred at 80° C. for 3 hours. The reaction mixture is introduced into a mixture of water and ethyl acetate, and the organic layer is separated. The organic layer is washed with water and saturated aqueous solution of sodium chloride and dried over anhydrous magnesium sulfate, the s... The reactants are NCC1CC2=CC=C(C=C2C1)C=1C=CC(NN1)=O.Br (2-aminomethyl-5-[pyridazin3(2H)-on-6-yl]indane·hydrobromide), solution, C([O-])([O-])=O.[K+].[K+] (potassium carbonate), C(CCC)(=O)Cl (butyryl chloride), suspension. Run in C(C)(=O)OCC (ethyl acetate), O1CCCC1 (tetrahydrofuran), O (water). Run at time 3 hour. Yields the product C(CCC)(=O)NCC1CC2=CC=C(C=C2C1)C=1C=CC(NN1)=O (2-(butyrylamino)methyl-5-[pyridazin-3(2H)-on-6-yl]indane). The yield is 81.3%. As a reaction SMILES: C(=O)([O-])[O-].[K+].[K+].[NH2:7][CH2:8][CH:9]1[CH2:17][C:16]2[C:11](=[CH:12][CH:13]=[C:14]([C:18]3[CH:19]=[CH:20][C:21](=[O:24])[NH:22][N:23]=3)[CH:15]=2)[CH2:10]1.Br.[C:26](Cl)(=[O:30])[CH2:27][CH2:28][CH3:29]>O.C(OCC)(=O)C.O1CCCC1>[C:26]([NH:7][CH2:8][CH:9]1[CH2:17][C:16]2[C:11](=[CH:12][CH:13]=[C:14]([C:18]3[CH:19]=[CH:20][C:21](=[O:24])[NH:22][N:23]=3)[CH:15]=2)[CH2:10]1)(=[O:30])[CH2:27][CH2:28][CH3:29] |f:0.1.2,3.4|. Procedure: An aqueous solution (100 ml) containing 3.30 g of potassium carbonate dissolved in water was added to 100 ml of a suspension containing 3.50 g of 2-aminomethyl-5-[pyridazin3(2H)-on-6-yl]indane·hydrobromide suspended in ethyl acetate. Then, under ice cooling, 2.30 g of butyryl chloride dissolved in 30 ml of tetrahydrofuran was added to the mixture, and the resulting mixture was stirred for 3 hours. Crystals precipitated were collected by filtration, washed with water, dried and then recrystallize... Reactants: O (water), FC(C=1C=C(C=CC1)N)(F)F (3-trifluoromethyl-phenylamine), BrCCCC(=O)OCC (ethyl 4-bromobutyrate), C(=O)([O-])[O-].[K+].[K+] (K2CO3). The solvent is CCOC(=O)C (EtOAc), CN(C)C=O (DMF). Reaction conditions: temperature 100 celsius. Yields the product C(C)OC(CCCNC1=CC(=CC=C1)C(F)(F)F)=O (4-(3-trifluoromethyl-phenylamino)-butyric acid ethyl ester). Reaction SMILES: [F:1][C:2]([F:11])([F:10])[C:3]1[CH:4]=[C:5]([NH2:9])[CH:6]=[CH:7][CH:8]=1.Br[CH2:13][CH2:14][CH2:15][C:16]([O:18][CH2:19][CH3:20])=[O:17].C([O-])([O-])=O.[K+].[K+].O>CN(C=O)C.CCOC(C)=O>[CH2:19]([O:18][C:16](=[O:17])[CH2:15][CH2:14][CH2:13][NH:9][C:5]1[CH:6]=[CH:7][CH:8]=[C:3]([C:2]([F:10])([F:11])[F:1])[CH:4]=1)[CH3:20] |f:2.3.4|. Procedure details: To a solution of 3-trifluoromethyl-phenylamine (1 eq.) and ethyl 4-bromobutyrate (2 eq.) in DMF were added K2CO3 (3 eq.) and KI (cat.). The mixture was heated at 100° C. for 16 h, water and EtOAc were added, the organic layer was washed with water, brine, dried over MgSO4, filtered and concentrated under reduced pressure. The crude was purified by chromatography on silica gel (elution with heptane/EtOAc: 90/10 to 70/30) to afford 4-(3-trifluoromethyl-phenylamino)-butyric acid ethyl ester as a ye...